Dataset: the Open Reaction Database (ORD), a public repository of structured organic reaction records. Task: describe an organic reaction: reactants, conditions, products, and yield Reactants: NC=1C(=C(C(=C(C(=O)Cl)C1I)I)C(=O)Cl)I (5-amino-2,4,6-triiodoisophthalic acid dichloride), CC(C(=O)Cl)SCC(=O)Cl (2-methyl-3-thiaglutaric acid dichloride), 5,5'-(2-methyl-3-thiaglutaryldiimino)-bis(2,4,6-triiodoisophthalic acid dichloride), CC1SCC(N(C1=O)C=1C(=C(C(=C(C(=O)Cl)C1I)I)C(=O)Cl)I)=O (5-(2-methyl-3,5-dioxoperhydro-1,4-thiazin-4-yl)-2,4,6-triiodoisophthalic acid dichloride). The product is IC1=C(C(=O)Cl)C(=CC(=C1C(=O)Cl)I)I (2,4,6-triiodoisophthalic acid dichloride). Reaction SMILES: N[C:2]1[C:3]([I:16])=[C:4]([C:13]([Cl:15])=[O:14])[C:5]([I:12])=[C:6]([C:10]=1[I:11])[C:7]([Cl:9])=[O:8].CC(SCC(Cl)=O)C(Cl)=O.CC1C(=O)N(C2C(I)=C(C(Cl)=O)C(I)=C(C=2I)C(Cl)=O)C(=O)CS1>>[I:12][C:5]1[C:6]([C:7]([Cl:9])=[O:8])=[C:10]([I:11])[CH:2]=[C:3]([I:16])[C:4]=1[C:13]([Cl:15])=[O:14]. Procedure: 59.5 g of 5-amino-2,4,6-triiodoisophthalic acid dichloride is condensed with 11 g of 2-methyl-3-thiaglutaric acid dichloride as described in Example 1(A), thus obtaining a mixture of 5,5'-(2-methyl-3-thiaglutaryldiimino)-bis(2,4,6-triiodoisophthalic acid dichloride) and 5-(2-methyl-3,5-dioxoperhydro-1,4-thiazin-4-yl)-2,4,6-triiodoisophthalic acid dichloride; this mixture is separated by chromatography on silica gel. With chloroform as the eluent, the first product separated is 5-(2-methyl-3,5-di... Reactants: CCO, Cl, [Fe], [K+], Cc1ccc(Br)c([N+](=O)[O-])c1, [OH-], O. Yields the product Cc1ccc(Br)c(N)c1. As a reaction SMILES: [CH3:16][CH2:17][OH:18].[ClH:12].[Fe:19].[K+:14].[N+:1]([O-:2])(=[O:3])[c:4]1[cH:5][c:6]([CH3:11])[cH:7][cH:8][c:9]1[Br:10].[OH-:13].[OH2:15]>>[NH2:1][c:4]1[cH:5][c:6]([CH3:11])[cH:7][cH:8][c:9]1[Br:10]. Starting materials: CO, CCOC(=O)COc1cc2c(c(Cl)c1Cl)C1=CC(=O)CCC1(C1CC1)C2, [Na+], [OH-]. Yields the product O=C(O)COc1cc2c(c(Cl)c1Cl)C1=CC(=O)CCC1(C1CC1)C2. Reaction SMILES: [CH3:29][OH:30].[Cl:1][c:2]1[c:3]2[c:11]([cH:12][c:13]([O:16][CH2:17][C:18](=[O:19])[O:20][CH2:21][CH3:22])[c:14]1[Cl:15])[CH2:10][C:9]1([CH:23]3[CH2:24][CH2:25]3)[C:4]2=[CH:5][C:6](=[O:26])[CH2:7][CH2:8]1.[Na+:28].[OH-:27]>>[Cl:1][c:2]1[c:3]2[c:11]([cH:12][c:13]([O:16][CH2:17][C:18](=[O:19])[OH:20])[c:14]1[Cl:15])[CH2:10][C:9]1([CH:23]3[CH2:24][CH2:25]3)[C:4]2=[CH:5][C:6](=[O:26])[CH2:7][CH2:8]1. Starting materials: CC(Nc1nc(Nc2cc(C3CC3)[nH]n2)c(F)cc1CN)c1ccc(F)cc1, O=C(O)c1ccno1. Yields the product CC(Nc1nc(Nc2cc(C3CC3)[nH]n2)c(F)cc1CNC(=O)c1ccno1)c1ccc(F)cc1. Reaction SMILES: [NH2:1][CH2:2][c:3]1[c:4]([NH:19][CH:20]([CH3:21])[c:22]2[cH:23][cH:24][c:25]([F:28])[cH:26][cH:27]2)[n:5][c:6]([NH:10][c:11]2[n:12][nH:13][c:14]([CH:16]3[CH2:17][CH2:18]3)[cH:15]2)[c:7]([F:9])[cH:8]1.[o:29]1[n:30][cH:31][cH:32][c:33]1[C:34](=[O:35])[OH:36]>>[NH:1]([CH2:2][c:3]1[c:4]([NH:19][CH:20]([CH3:21])[c:22]2[cH:23][cH:24][c:25]([F:28])[cH:26][cH:27]2)[n:5][c:6]([NH:10][c:11]2[n:12][nH:13][c:14]([CH:16]3[CH2:17][CH2:18]3)[cH:15]2)[c:7]([F:9])[cH:8]1)[C:34]([c:33]1[o:29][n:30][cH:31][cH:32]1)=[O:35]. Starting materials: ClC1=C(C=CC=C1)C1C=2C(NC(=C1C#N)C(C)(OC)OC)=NNC2 (4-(2-chlorophenyl)-5-cyano-4,7-dihydro-6-(1,1-dimethoxyethyl)-2H-pyrazolo[3,4-b]pyridine), FC(C(=O)O)(F)F (trifluoroacetic acid), COC(C(=O)OC)(C)OC (methyl 2,2-dimethoxypropionate), ClC1=C(C=O)C=CC=C1 (2-chlorobenzaldehyde), NC1=NNC=C1 (3-aminopyrazole). The solvent is ClCCl (dichloromethane). Yields the product ClC1=C(C=CC=C1)C1C=2C(NC(=C1C#N)C(C)(OC)OC)=NNC2 (4-(2-Chlorophenyl)-5-cyano-4,7-dihydro-6-(1,1-dimethoxyethyl)-2H-pyrazolo[3,4-b]pyridine), C(C)(=O)C1=C(C(C=2C(N1)=NNC2)C2=C(C=CC=C2)Cl)C#N (6-Acetyl-4-(2-chlorophenyl)-5-cyano-4,7-dihydro-2H-pyrazolo[3,4-b]pyridine). Yield: 85.4%. RXN SMILES: COC(OC)(C)C(OC)=O.ClC1C=CC=CC=1C=O.NC1C=CNN=1.[Cl:26][C:27]1[CH:32]=[CH:31][CH:30]=[CH:29][C:28]=1[CH:33]1[C:38]([C:39]#[N:40])=[C:37]([C:41]([O:45][CH3:46])([O:43][CH3:44])[CH3:42])[NH:36][C:35]2=[N:47][NH:48][CH:49]=[C:34]12.FC(F)(F)C(O)=O>ClCCl>[Cl:26][C:27]1[CH:32]=[CH:31][CH:30]=[CH:29][C:28]=1[CH:33]1[C:38]([C:39]#[N:40])=[C:37]([C:41]([O:45][CH3:46])([O:43][CH3:44])[CH3:42])[NH:36][C:35]2=[N:47][NH:48][CH:49]=[C:34]12.[C:41]([C:37]1[NH:36][C:35]2=[N:47][NH:48][CH:49]=[C:34]2[CH:33]([C:28]2[CH:29]=[CH:30][CH:31]=[CH:32][C:27]=2[Cl:26])[C:38]=1[C:39]#[N:40])(=[O:43])[CH3:42]. Reported procedure: 4-(2-Chlorophenyl)-5-cyano-4,7-dihydro-6-(1,1-dimethoxyethyl)-2H-pyrazolo[3,4-b]pyridine was prepared from methyl 2,2-dimethoxypropionate, 2-chlorobenzaldehyde and 3-aminopyrazole in the same manner as in Example 1001. To a solution of 4-(2-chlorophenyl)-5-cyano-4,7-dihydro-6-(1,1-dimethoxyethyl)-2H-pyrazolo[3,4-b]pyridine (1.0 g) in dichloromethane (10 mL) was added a trifluoroacetic acid (10 mL) under ice-cooling and the mixture was stirred under ice-cooling for 1 hour. The solvent was evapora... Solvent: C1CCOC1 (THF). The product is ClC=1C=CC2=C(N=C(S2)COC=2C(=C(C(=CC2)F)C(N)=NOC)F)C1 (3-[(5-Chloro-1,3-benzothiazol-2-yl)methoxy]-2,6-difluoro-N′-methoxybenzenecarboximidamide). Starting materials: [OH-].[Na+] (NaOH), COS(=O)(=O)OC (dimethylsulfate), ClC=1C=CC2=C(N=C(S2)COC=2C(=C(C(=CC2)F)C(N)=NO)F)C1 (3-[(5-chloro-1,3-benzothiazol-2-yl)methoxy]-2,6-difluoro-N′-hydroxybenzenecarboximidamide), O (H2O). Reaction SMILES: [Cl:1][C:2]1[CH:3]=[CH:4][C:5]2[S:9][C:8]([CH2:10][O:11][C:12]3[C:13]([F:23])=[C:14]([C:19](=[N:21][OH:22])[NH2:20])[C:15]([F:18])=[CH:16][CH:17]=3)=[N:7][C:6]=2[CH:24]=1.[OH-].[Na+].[CH3:27]OS(OC)(=O)=O.O>C1COCC1>[Cl:1][C:2]1[CH:3]=[CH:4][C:5]2[S:9][C:8]([CH2:10][O:11][C:12]3[C:13]([F:23])=[C:14]([C:19](=[N:21][O:22][CH3:27])[NH2:20])[C:15]([F:18])=[CH:16][CH:17]=3)=[N:7][C:6]=2[CH:24]=1 |f:1.2|. Procedure details: A mixture of 3-[(5-chloro-1,3-benzothiazol-2-yl)methoxy]-2,6-difluoro-N′-hydroxybenzenecarboximidamide (222, mg, 0.6 mmol, 1 equiv.), 0.7 N NaOH solution (0.97 ml, 0.68 mmol, 1.13 equiv.) and dimethylsulfate (0.60 ml, 0.63 mmol, 1.05 equiv.) in THF (4 ml) was stirred at 0° C. for 6 h. The mixture was poured into H2O (40 ml) and the precipitant solid was filtered and washed with H2O (2×10 ml) and Et2O (2×10 ml) to give 43 mg (yield 19%) of the desired product. Purity 70% by HPLC (Gemini C18, 50×4... The yield is 19.0%.